This data is from the Open Reaction Database (ORD), a public repository of structured organic reaction records. The task is: describe an organic reaction: reactants, conditions, products, and yield Starting materials: CC#CCN, CC#N, CSC(=C[N+](=O)[O-])NCCSCc1[nH]cnc1C. Product: CC#CCNC(=C[N+](=O)[O-])NCCSCc1[nH]cnc1C. As a reaction SMILES: [CH2:19]([C:20]#[C:21][CH3:22])[NH2:23].[CH3:24][C:25]#[N:26].[N+:1](=[O:2])([O-:3])[CH:4]=[C:5]([NH:6][CH2:7][CH2:8][S:9][CH2:10][c:11]1[c:12]([CH3:16])[n:13][cH:14][nH:15]1)[S:17][CH3:18]>>[N+:1](=[O:2])([O-:3])[CH:4]=[C:5]([NH:6][CH2:7][CH2:8][S:9][CH2:10][c:11]1[c:12]([CH3:16])[n:13][cH:14][nH:15]1)[NH:23][CH2:19][C:20]#[C:21][CH3:22]. Starting materials: CC(=O)OC(C)=O, O=CO, Cl, CCOC(Cc1ccc(OCCc2ccc(N)cc2)cc1)C(=O)O, C1CCOC1. Product: CCOC(Cc1ccc(OCCc2ccc(NC=O)cc2)cc1)C(=O)O. RXN SMILES: [CH3:29][C:30]([O:31][C:32](=[O:33])[CH3:34])=[O:35].[CH:26](=[O:27])[OH:28].[ClH:1].[NH2:2][c:3]1[cH:4][cH:5][c:6]([CH2:9][CH2:10][O:11][c:12]2[cH:13][cH:14][c:15]([CH2:18][CH:19]([C:20](=[O:21])[OH:22])[O:23][CH2:24][CH3:25])[cH:16][cH:17]2)[cH:7][cH:8]1.[O:36]1[CH2:37][CH2:38][CH2:39][CH2:40]1>>[NH:2]([c:3]1[cH:4][cH:5][c:6]([CH2:9][CH2:10][O:11][c:12]2[cH:13][cH:14][c:15]([CH2:18][CH:19]([C:20](=[O:21])[OH:22])[O:23][CH2:24][CH3:25])[cH:16][cH:17]2)[cH:7][cH:8]1)[CH:26]=[O:27]. Reactants: ClC1=NN=C(C2=CC(=CC=C12)C#N)Cl (1,4-Dichlorophthalazine-6-carbonitrile), ClC=1C=C(CN)C=CC1C (3-chloro-4-methylbenzylamine), C1CCC2=NCCCN2CC1 (DBU). Run in CN1C(CCC1)=O (1-methyl-2-pyrrolidinone). Yields the product ClC1=NN=C(C2=CC(=CC=C12)C#N)NCC1=CC(=C(C=C1)C)Cl (1-Chloro-4-[(3-chloro-4-methylbenzyl)amino]-6-phthalazine carbonitrile). Reaction SMILES: [Cl:1][C:2]1[C:11]2[C:6](=[CH:7][C:8]([C:12]#[N:13])=[CH:9][CH:10]=2)[C:5](Cl)=[N:4][N:3]=1.[Cl:15][C:16]1[CH:17]=[C:18]([CH:21]=[CH:22][C:23]=1[CH3:24])[CH2:19][NH2:20].C1CCN2C(=NCCC2)CC1>CN1CCCC1=O>[Cl:1][C:2]1[C:11]2[C:6](=[CH:7][C:8]([C:12]#[N:13])=[CH:9][CH:10]=2)[C:5]([NH:20][CH2:19][C:18]2[CH:21]=[CH:22][C:23]([CH3:24])=[C:16]([Cl:15])[CH:17]=2)=[N:4][N:3]=1. Reported procedure: 1,4-Dichlorophthalazine-6-carbonitrile and 3-chloro-4-methylbenzylamine were stirred at room temperature in 1-methyl-2-pyrrolidinone in the presence of DBU, whereby the title compound was obtained as a less polar compound. Reactants: CC(CCCC(C)C)OC1=C(C=C(C(=O)O)C=C1)Cl (p-[(1,5-dimethylhexyl)oxy]-3-chlorobenzoic acid), C(C#C)Br (propargyl bromide). The product is C(C#C)OC(C1=CC(=C(C=C1)OC(CCCC(C)C)C)Cl)=O (4-[(1,5-dimethylhexyl)oxy]-3-chlorobenzoic acid propargyl ester). RXN SMILES: [CH3:1][CH:2]([O:9][C:10]1[CH:18]=[CH:17][C:13]([C:14]([OH:16])=[O:15])=[CH:12][C:11]=1[Cl:19])[CH2:3][CH2:4][CH2:5][CH:6]([CH3:8])[CH3:7].[CH2:20](Br)[C:21]#[CH:22]>>[CH2:22]([O:15][C:14](=[O:16])[C:13]1[CH:17]=[CH:18][C:10]([O:9][CH:2]([CH3:1])[CH2:3][CH2:4][CH2:5][CH:6]([CH3:7])[CH3:8])=[C:11]([Cl:19])[CH:12]=1)[C:21]#[CH:20]. Reported procedure: By utilizing the procedure of Example 8, by reacting p-[(1,5-dimethylhexyl)oxy]-3-chlorobenzoic acid with propargyl bromide, there is obtained 4-[(1,5-dimethylhexyl)oxy]-3-chlorobenzoic acid propargyl ester; nD26 = 1.5155. The reactants are Cc1ccccc1, O=C(Cl)C(=O)Cl, ClCCl, Cl, O=C(O)c1cnc(-c2cccc(F)c2)nc1, CNS(=O)(=O)c1cccc(CN)c1, [Na+], [Na+], O=C([O-])[O-], CN(C)C=O, O. The product is CNS(=O)(=O)c1cccc(CNC(=O)c2cnc(-c3cccc(F)c3)nc2)c1. RXN SMILES: [CH3:44][c:45]1[cH:46][cH:47][cH:48][cH:49][cH:50]1.[Cl:17][C:18]([C:19]([Cl:20])=[O:21])=[O:22].[Cl:56][CH2:57][Cl:58].[ClH:23].[F:1][c:2]1[cH:3][c:4](-[c:8]2[n:9][cH:10][c:11]([C:14](=[O:15])[OH:16])[cH:12][n:13]2)[cH:5][cH:6][cH:7]1.[NH2:24][CH2:25][c:26]1[cH:27][c:28]([S:32](=[O:33])(=[O:34])[NH:35][CH3:36])[cH:29][cH:30][cH:31]1.[Na+:37].[Na+:38].[O-:39][C:40](=[O:41])[O-:42].[O:51]=[CH:52][N:53]([CH3:54])[CH3:55].[OH2:43]>>[F:1][c:2]1[cH:3][c:4](-[c:8]2[n:9][cH:10][c:11]([C:14](=[O:16])[NH:24][CH2:25][c:26]3[cH:27][c:28]([S:32](=[O:33])(=[O:34])[NH:35][CH3:36])[cH:29][cH:30][cH:31]3)[cH:12][n:13]2)[cH:5][cH:6][cH:7]1. Starting materials: C1CCOC1, COC(=O)C(C)N(Cc1ncc(C)c(OC)c1C)c1nc(Cl)ncc1[N+](=O)[O-], N. The product is COC(=O)C(C)N(Cc1ncc(C)c(OC)c1C)c1nc(N)ncc1[N+](=O)[O-]. RXN SMILES: [CH2:30]1[O:31][CH2:32][CH2:33][CH2:34]1.[Cl:1][c:2]1[n:3][cH:4][c:5]([N+:26](=[O:27])[O-:28])[c:6]([N:8]([CH:9]([C:10](=[O:11])[O:12][CH3:13])[CH3:14])[CH2:15][c:16]2[n:17][cH:18][c:19]([CH3:25])[c:20]([O:23][CH3:24])[c:21]2[CH3:22])[n:7]1.[NH3:29]>>[c:2]1([NH2:29])[n:3][cH:4][c:5]([N+:26](=[O:27])[O-:28])[c:6]([N:8]([CH:9]([C:10](=[O:11])[O:12][CH3:13])[CH3:14])[CH2:15][c:16]2[n:17][cH:18][c:19]([CH3:25])[c:20]([O:23][CH3:24])[c:21]2[CH3:22])[n:7]1. Starting materials: O=C([O-])[O-], C1CCOC1, CC(C)(CN1CCOCC1)c1cc(N)no1, O=C(Cl)Oc1ccccc1, [K+], [K+]. Yields the product CC(C)(CN1CCOCC1)c1cc(NC(=O)Oc2ccccc2)no1. Reaction SMILES: [C:17](=[O:18])([O-:19])[O-:20].[CH2:33]1[O:34][CH2:35][CH2:36][CH2:37]1.[CH3:1][C:2]([CH2:3][N:4]1[CH2:5][CH2:6][O:7][CH2:8][CH2:9]1)([CH3:10])[c:11]1[cH:12][c:13]([NH2:16])[n:14][o:15]1.[Cl:23][C:24](=[O:25])[O:26][c:27]1[cH:28][cH:29][cH:30][cH:31][cH:32]1.[K+:21].[K+:22]>>[CH3:1][C:2]([CH2:3][N:4]1[CH2:5][CH2:6][O:7][CH2:8][CH2:9]1)([CH3:10])[c:11]1[cH:12][c:13]([NH:16][C:24](=[O:25])[O:26][c:27]2[cH:28][cH:29][cH:30][cH:31][cH:32]2)[n:14][o:15]1.